This data is from the Open Reaction Database (ORD), a public repository of structured organic reaction records. The task is: describe an organic reaction: reactants, conditions, products, and yield Starting materials: CC(C)CCCC(C)C1CCC2C3C=CC4=CC(=O)C=CC4(C)C3CCC12C, CCO, [Na+], [OH-], OO. Product: CC(C)CCCC(C)C1CCC2C3C=CC4=CC(=O)C5OC5C4(C)C3CCC12C. RXN SMILES: [CH3:1][CH:2]([CH3:3])[CH2:4][CH2:5][CH2:6][CH:7]([CH3:8])[CH:9]1[CH2:10][CH2:11][CH:12]2[CH:13]3[CH:14]=[CH:15][C:16]4=[CH:17][C:18](=[O:28])[CH:19]=[CH:20][C:21]4([CH3:22])[CH:23]3[CH2:24][CH2:25][C:26]12[CH3:27].[CH3:33][CH2:34][OH:35].[Na+:30].[OH-:29].[OH:31][OH:32]>>[CH3:1][CH:2]([CH3:3])[CH2:4][CH2:5][CH2:6][CH:7]([CH3:8])[CH:9]1[CH2:10][CH2:11][CH:12]2[CH:13]3[CH:14]=[CH:15][C:16]4=[CH:17][C:18](=[O:28])[CH:19]5[CH:20]([C:21]4([CH3:22])[CH:23]3[CH2:24][CH2:25][C:26]12[CH3:27])[O:29]5. Reactants: B, Cc1ccc(-c2ccc3c(c2)C=C(C(=O)Nc2ccc(C(=O)C4CCCCN4C)cc2)CCO3)cc1, CO, [Na], O. Product: Cc1ccc(-c2ccc3c(c2)C=C(C(=O)Nc2ccc(C(O)C4CCCCN4C)cc2)CCO3)cc1. Reaction SMILES: [BH3:37].[CH3:1][N:2]1[CH:3]([C:8](=[O:9])[c:10]2[cH:11][cH:12][c:13]([NH:16][C:17](=[O:18])[C:19]3=[CH:25][c:24]4[c:23]([cH:29][cH:28][c:27](-[c:30]5[cH:31][cH:32][c:33]([CH3:36])[cH:34][cH:35]5)[cH:26]4)[O:22][CH2:21][CH2:20]3)[cH:14][cH:15]2)[CH2:4][CH2:5][CH2:6][CH2:7]1.[CH3:40][OH:41].[Na:38].[OH2:39]>>[CH3:1][N:2]1[CH:3]([CH:8]([OH:9])[c:10]2[cH:11][cH:12][c:13]([NH:16][C:17](=[O:18])[C:19]3=[CH:25][c:24]4[c:23]([cH:29][cH:28][c:27](-[c:30]5[cH:31][cH:32][c:33]([CH3:36])[cH:34][cH:35]5)[cH:26]4)[O:22][CH2:21][CH2:20]3)[cH:14][cH:15]2)[CH2:4][CH2:5][CH2:6][CH2:7]1. Run in CS(=O)C (dimethylsulfoxide), [OH-].[Na+] (sodium hydroxide). Reported procedure: To a solution of 50.0 g (0.15 mol) of methyl 2-bromo-4-(4-chlorophenyl)nicotinate in 300 ml of dimethylsulfoxide, 60 ml of 30% sodium hydroxide was added and stirred at 80° C. for 3 hours. The mixture was then poured into water and washed with 300 ml of ethyl acetate. Thereafter, the aqueous layer was acidified with 10% HCl to precipitate a crystal, which was then filtrated out. The crystal thus precipitated was washed with water and isopropyl ether, and dried to obtain 41.0 g of a white crystal... RXN SMILES: [Br:1][C:2]1[N:11]=[CH:10][CH:9]=[C:8]([C:12]2[CH:17]=[CH:16][C:15]([Cl:18])=[CH:14][CH:13]=2)[C:3]=1[C:4]([O:6]C)=[O:5].O>CS(C)=O.[OH-].[Na+]>[Br:1][C:2]1[N:11]=[CH:10][CH:9]=[C:8]([C:12]2[CH:17]=[CH:16][C:15]([Cl:18])=[CH:14][CH:13]=2)[C:3]=1[C:4]([OH:6])=[O:5] |f:3.4|. Isolated yield 87.5%. Starting materials: BrC1=C(C(=O)OC)C(=CC=N1)C1=CC=C(C=C1)Cl (methyl 2-bromo-4-(4-chlorophenyl)nicotinate), O (water). Reaction conditions: temperature 80 celsius, time 3 hour. Yields the product BrC1=C(C(=O)O)C(=CC=N1)C1=CC=C(C=C1)Cl (2-bromo-4-(4-chlorophenyl)nicotinic acid). The reactants are C([O-])([O-])=O.[Na+].[Na+] (sodium carbonate), COC=1C=CC2=C(OC3=C(C(C2)N2CCNCC2)C=C(C=C3)C)C1 (1-[10,11-dihydro-3-methoxy-8-methyl-dibenz[b,f]oxepin-10-yl]-piperazine), C(C#C)Br (propargyl bromide). The solvent is C(CCC)O (butanol), C(CCC)O (butanol). Conditions: time 20 hour. Product: COC=1C=CC2=C(OC3=C(C(C2)N2CCN(CC2)CC#C)C=C(C=C3)C)C1 (1-[10,11-dihydro-3-methoxy-8-methyl-dibenz[b,f]oxepin-10-yl]-4-(2-propynyl)-piperazine). RXN SMILES: C(=O)([O-])[O-].[Na+].[Na+].[CH3:7][O:8][C:9]1[CH:10]=[CH:11][C:12]2[CH2:18][CH:17]([N:19]3[CH2:24][CH2:23][NH:22][CH2:21][CH2:20]3)[C:16]3[CH:25]=[C:26]([CH3:29])[CH:27]=[CH:28][C:15]=3[O:14][C:13]=2[CH:30]=1.[CH2:31](Br)[C:32]#[CH:33]>C(O)CCC>[CH3:7][O:8][C:9]1[CH:10]=[CH:11][C:12]2[CH2:18][CH:17]([N:19]3[CH2:24][CH2:23][N:22]([CH2:33][C:32]#[CH:31])[CH2:21][CH2:20]3)[C:16]3[CH:25]=[C:26]([CH3:29])[CH:27]=[CH:28][C:15]=3[O:14][C:13]=2[CH:30]=1 |f:0.1.2|. Procedure: 3.8 G. of sodium carbonate are added to a solution of 10 g. of 1-[10,11-dihydro-3-methoxy-8-methyl-dibenz[b,f]oxepin-10-yl]-piperazine in 55 ml. of butanol and then a solution of 2.5 ml. of propargyl bromide in 20 ml. of butanol is added dropwise. Then, the mixture is stirred for 20 hours at room temperature and the solvent is removed by distillation under reduced pressure. After working-up in an analogous manner to that described in Example 13, there is isolated crude 1-[10,11-dihydro-3-methoxy... Starting materials: C(C)OC([C@H]1NCSC1)=O (L-thioproline ethyl ester), C1[C@@H](CCC2=CC=CC=C12)CC(=O)O ((R)-(+)-1,2,3,4-tetrahydronaphthalen-2-ylacetic acid), COC([C@H]1NCCC1)=O (L-proline methyl ester), C1(CCC2=CC=CC=C12)CC(=O)O (2-indanyl acetic acid). The product is COC([C@H]1N(CCC1)C(C[C@H]1CC2=CC=CC=C2CC1)=O)=O (1-[(R)-(+)-1,2,3,4-tetrahydronaphthalen-2-ylacetyl]-L-proline methyl ester). Yield: 86.0%. As a reaction SMILES: [CH2:1]1[C:10]2[C:5](=[CH:6][CH:7]=[CH:8][CH:9]=2)[CH2:4][CH2:3][C@H:2]1[CH2:11][C:12]([OH:14])=O.[CH3:15][O:16][C:17](=[O:23])[C@@H:18]1[CH2:22][CH2:21][CH2:20][NH:19]1.C1(CC(O)=O)C2C(=CC=CC=2)CC1.C(OC(=O)[C@@H]1CSCN1)C>>[CH3:15][O:16][C:17](=[O:23])[C@@H:18]1[CH2:22][CH2:21][CH2:20][N:19]1[C:12](=[O:14])[CH2:11][C@@H:2]1[CH2:3][CH2:4][C:5]2[C:10](=[CH:9][CH:8]=[CH:7][CH:6]=2)[CH2:1]1. Procedure: A colorless oil of 1-[(R)-(+)-1,2,3,4-tetrahydronaphthalen-2-ylacetyl]-L-proline methyl ester was prepared in the same manner as in Reference Example 1, except that (R)-(+)-1,2,3,4-tetrahydronaphthalen-2-ylacetic acid and L-proline methyl ester were used instead of 2-indanyl acetic acid and L-thioproline ethyl ester, respectively (yield: 86%). The reactants are CC(C)Oc1ccc(OCc2ccccc2)cc1N, [I-], [K+], O=N[O-], [Na+], O, O=S(=O)(O)O. Yields the product CC(C)Oc1ccc(OCc2ccccc2)cc1I. As a reaction SMILES: [CH2:5]([c:6]1[cH:7][cH:8][cH:9][cH:10][cH:11]1)[O:12][c:13]1[cH:14][cH:15][c:16]([O:20][CH:21]([CH3:22])[CH3:23])[c:17]([NH2:19])[cH:18]1.[I-:25].[K+:24].[N:1]([O-:2])=[O:3].[Na+:4].[OH2:26].[S:27](=[O:28])(=[O:29])([OH:30])[OH:31]>>[CH2:5]([c:6]1[cH:7][cH:8][cH:9][cH:10][cH:11]1)[O:12][c:13]1[cH:14][cH:15][c:16]([O:20][CH:21]([CH3:22])[CH3:23])[c:17]([I:25])[cH:18]1. The reactants are N=1N=NN2C1C=CC(=C2)[C@H]2OC2 ((R)-2-(tetrazolo[1,5-a]pyrid-6-yl)oxirane), NC(C)(CCC1=CC=C(C=C1)OC)C (2-amino-2-methyl-4-(4-methoxyphenyl)butane). Run in C(C)O (ethanol). Conditions: time 8 hour. The product is CC(CCC1=CC=C(C=C1)OC)(C)NC[C@H](O)C=1C=CC=2N(C1)N=NN2 ((R)-a-[[(1,1-Dimethyl-3-(4-methoxyphenyl)propyl)amino]methyl]tetrazolo[1,5-a]pyridine-6-methanol). The yield is 44.7%. RXN SMILES: [N:1]1[N:2]=[N:3][N:4]2[CH:9]=[C:8]([C@@H:10]3[CH2:12][O:11]3)[CH:7]=[CH:6][C:5]=12.[NH2:13][C:14]([CH3:26])([CH2:16][CH2:17][C:18]1[CH:23]=[CH:22][C:21]([O:24][CH3:25])=[CH:20][CH:19]=1)[CH3:15]>C(O)C>[CH3:26][C:14]([NH:13][CH2:12][C@@H:10]([C:8]1[CH:7]=[CH:6][C:5]2[N:4]([N:3]=[N:2][N:1]=2)[CH:9]=1)[OH:11])([CH3:15])[CH2:16][CH2:17][C:18]1[CH:19]=[CH:20][C:21]([O:24][CH3:25])=[CH:22][CH:23]=1. Reported procedure: A solution of 509 mg (3.13 mmol) of (R)-2-(tetrazolo[1,5-a]pyrid-6-yl)oxirane and 619 mg (3.21 mmol) of 2-amino-2-methyl-4-(4-methoxyphenyl)butane in 25 ml of absolute ethanol was heated at reflux for two hours and then stirred overnight at room temperature. The reaction mixture was concentrated and the residue chromatographed on silica gel (4:1:2 ethyl acetate:n-propanol:water with 1% NH4OH) to give 497 mg of product. Recrystallization from isopropanol afforded 357 mg of crystalline tetrazole, ... The reactants are N1N=C(C=C1)C1=CN(C=2N=CN=C(C21)N[C@@H](C)C2=NN1C(C(N2C2=CC=CC=C2)=O)=C(C=C1)C)COCC[Si](C)(C)C ((S)-2-(1-((5-(1H-Pyrazol-3-yl)-7-((2-(trimethylsilyl)ethoxy)methyl)-7H-pyrrolo[2,3-d]pyrimidin-4-yl)amino)ethyl)-5-methyl-3-phenylpyrrolo[2,1-f][1,2,4]triazin-4(3H)-one), FC(CI)(F)F (1,1,1-trifluoro-2-iodoethane), residue, FC(C(=O)O)(F)F (trifluoroacetic acid), C([O-])([O-])=O.[Cs+].[Cs+] (cesium carbonate), N (ammonia). Run in CN(C)C=O (DMF). Conditions: temperature 80 celsius, time 2 hour. Yields the product CC=1C=CN2N=C(N(C(C21)=O)C2=CC=CC=C2)[C@H](C)NC=2C1=C(N=CN2)NC=C1C1=NN(C=C1)CC(F)(F)F ((S)-5-Methyl-3-phenyl-2-(1-((5-(1-(2,2,2-trifluoroethyl)-1H-pyrazol-3-yl)-7H-pyrrolo[2,3-d]pyrimidin-4-yl)amino)ethyl)pyrrolo[2,1-f][1,2,4]triazin-4(3H)-one). Isolated yield 12.3%. Reaction SMILES: [NH:1]1[CH:5]=[CH:4][C:3]([C:6]2[C:14]3[C:13]([NH:15][C@H:16]([C:18]4[N:23]([C:24]5[CH:29]=[CH:28][CH:27]=[CH:26][CH:25]=5)[C:22](=[O:30])[C:21]5=[C:31]([CH3:34])[CH:32]=[CH:33][N:20]5[N:19]=4)[CH3:17])=[N:12][CH:11]=[N:10][C:9]=3[N:8](COCC[Si](C)(C)C)[CH:7]=2)=[N:2]1.[F:43][C:44]([F:48])([F:47])[CH2:45]I.C(=O)([O-])[O-].[Cs+].[Cs+].FC(F)(F)C(O)=O.N>CN(C=O)C>[CH3:34][C:31]1[CH:32]=[CH:33][N:20]2[C:21]=1[C:22](=[O:30])[N:23]([C:24]1[CH:29]=[CH:28][CH:27]=[CH:26][CH:25]=1)[C:18]([C@@H:16]([NH:15][C:13]1[C:14]3[C:6]([C:3]4[CH:4]=[CH:5][N:1]([CH2:45][C:44]([F:48])([F:47])[F:43])[N:2]=4)=[CH:7][NH:8][C:9]=3[N:10]=[CH:11][N:12]=1)[CH3:17])=[N:19]2 |f:2.3.4|. Procedure: (S)-2-(1-((5-(1H-Pyrazol-3-yl)-7-((2-(trimethylsilyl)ethoxy)methyl)-7H-pyrrolo[2,3-d]pyrimidin-4-yl)amino)ethyl)-5-methyl-3-phenylpyrrolo[2,1-f][1,2,4]triazin-4(3H)-one (50 mg, 0.07 mmol) and 1,1,1-trifluoro-2-iodoethane (36 mg, 0.17 mmol) were dissolved in DMF (2 ml) and cesium carbonate (140 mg, 0.43 mmol) was added. After stirring the mixture at 80° C. for 2 h, the solvent was evaporated under reduced pressure and the residue was suspended in water and extracted with ethyl acetate (×3). The o... The reactants are C(C)(C)(C)OC(=O)N1C(CN(CC1)C=1C=NC(=CC1)NC=1N=CC2=C(N1)N(C(C(=C2C)Br)=O)C2CCCC2)(C)C (4-[6-(6-Bromo-8-cyclopentyl-5-methyl-7-oxo-7,8-dihydro-pyrido[2,3-d]pyrimidin-2-ylamino)-pyridin-3-yl]-2,2-dimethyl-piperazine-1-carboxylic acid tert-butyl ester), C(CCC)[Sn](C(=C)OCC)(CCCC)CCCC (tributyl-(1-ethoxy-vinyl)-stannane). The reagents and catalysts are C=1C=CC(=CC1)[P](C=2C=CC=CC2)(C=3C=CC=CC3)[Pd]([P](C=4C=CC=CC4)(C=5C=CC=CC5)C=6C=CC=CC6)([P](C=7C=CC=CC7)(C=8C=CC=CC8)C=9C=CC=CC9)[P](C=1C=CC=CC1)(C=1C=CC=CC1)C=1C=CC=CC1 (tetrakis(triphenylphosphine)palladium). Run in C1(=CC=CC=C1)C (toluene). Yields the product C(C)(C)(C)OC(=O)N1C(CN(CC1)C=1C=NC(=CC1)NC=1N=CC2=C(N1)N(C(C(=C2C)C(=C)OCC)=O)C2CCCC2)(C)C (4-{6-[8-cyclopentyl-6-(1-ethoxy-vinyl)-5-methyl-7-oxo-7,8-dihydro-pyrido[2,3-d]pyrimidin-2-ylamino]-pyridin-3-yl}-2,2-dimethyl-piperazine-1-carboxylic acid tert-butyl ester). The yield is 99.7%. Reaction SMILES: [C:1]([O:5][C:6]([N:8]1[CH2:13][CH2:12][N:11]([C:14]2[CH:15]=[N:16][C:17]([NH:20][C:21]3[N:22]=[CH:23][C:24]4[C:30]([CH3:31])=[C:29](Br)[C:28](=[O:33])[N:27]([CH:34]5[CH2:38][CH2:37][CH2:36][CH2:35]5)[C:25]=4[N:26]=3)=[CH:18][CH:19]=2)[CH2:10][C:9]1([CH3:40])[CH3:39])=[O:7])([CH3:4])([CH3:3])[CH3:2].C([Sn](CCCC)(CCCC)[C:46]([O:48][CH2:49][CH3:50])=[CH2:47])CCC>C1(C)C=CC=CC=1.C1C=CC([P]([Pd]([P](C2C=CC=CC=2)(C2C=CC=CC=2)C2C=CC=CC=2)([P](C2C=CC=CC=2)(C2C=CC=CC=2)C2C=CC=CC=2)[P](C2C=CC=CC=2)(C2C=CC=CC=2)C2C=CC=CC=2)(C2C=CC=CC=2)C2C=CC=CC=2)=CC=1>[C:1]([O:5][C:6]([N:8]1[CH2:13][CH2:12][N:11]([C:14]2[CH:15]=[N:16][C:17]([NH:20][C:21]3[N:22]=[CH:23][C:24]4[C:30]([CH3:31])=[C:29]([C:46]([O:48][CH2:49][CH3:50])=[CH2:47])[C:28](=[O:33])[N:27]([CH:34]5[CH2:38][CH2:37][CH2:36][CH2:35]5)[C:25]=4[N:26]=3)=[CH:18][CH:19]=2)[CH2:10][C:9]1([CH3:40])[CH3:39])=[O:7])([CH3:4])([CH3:3])[CH3:2] |^1:69,71,90,109|. Procedure details: 4-[6-(6-Bromo-8-cyclopentyl-5-methyl-7-oxo-7,8-dihydro-pyrido[2,3-d]pyrimidin-2-ylamino)-pyridin-3-yl]-2,2-dimethyl-piperazine-1-carboxylic acid tert-butyl ester (0.412 g, 0.673 mmol), tetrakis(triphenylphosphine)palladium (0.093 g, 0.081 mmol) and tributyl-(1-ethoxy-vinyl)-stannane (0.379 g, 1.05 mmol) were dissolved in toluene (3 mL) and slowly brought to reflux for 1 hour. The solvent was evaporated and the solid was redissolved in dichloromethane (8 mL) and purified by silica gel chromatogra... Reactants: C(C1=CC=CC=C1)OC(=O)N1CCC(CC1)C=1NC(=C(N1)C1=CC(=CC=C1)C(F)(F)F)C1=NC(=NC=C1)S(=O)(=O)C (4-[5-(2-methylsulfonylpyrimidin-4-yl)-4-(3-trifluoromethylphenyl)-1H-imidazol-2-yl]-piperidine-1-carboxylic acid benzyl ester), COC1=CC=C(CN)C=C1 (4-methoxybenzylamine). Reaction conditions: temperature 140 celsius. The product is C(C1=CC=CC=C1)OC(=O)N1CCC(CC1)C=1NC(=C(N1)C1=CC(=CC=C1)C(F)(F)F)C1=NC(=NC=C1)NCC1=CC=C(C=C1)OC (4-[5-(2-(4-Methoxybenzylamino)-pyrimidin-4-yl)-4-(3-trifluoromethylphenyl)-1H-imidazol-2-yl]-piperidine-1-carboxylic acid benzyl ester). Yield: 92.4%. Reaction SMILES: [CH2:1]([O:8][C:9]([N:11]1[CH2:16][CH2:15][CH:14]([C:17]2[NH:18][C:19]([C:32]3[CH:37]=[CH:36][N:35]=[C:34](S(C)(=O)=O)[N:33]=3)=[C:20]([C:22]3[CH:27]=[CH:26][CH:25]=[C:24]([C:28]([F:31])([F:30])[F:29])[CH:23]=3)[N:21]=2)[CH2:13][CH2:12]1)=[O:10])[C:2]1[CH:7]=[CH:6][CH:5]=[CH:4][CH:3]=1.[CH3:42][O:43][C:44]1[CH:51]=[CH:50][C:47]([CH2:48][NH2:49])=[CH:46][CH:45]=1>>[CH2:1]([O:8][C:9]([N:11]1[CH2:16][CH2:15][CH:14]([C:17]2[NH:18][C:19]([C:32]3[CH:37]=[CH:36][N:35]=[C:34]([NH:49][CH2:48][C:47]4[CH:50]=[CH:51][C:44]([O:43][CH3:42])=[CH:45][CH:46]=4)[N:33]=3)=[C:20]([C:22]3[CH:27]=[CH:26][CH:25]=[C:24]([C:28]([F:31])([F:30])[F:29])[CH:23]=3)[N:21]=2)[CH2:13][CH2:12]1)=[O:10])[C:2]1[CH:7]=[CH:6][CH:5]=[CH:4][CH:3]=1. Reported procedure: A mixture of 4-[5-(2-methylsulfonylpyrimidin-4-yl)-4-(3-trifluoromethylphenyl)-1H-imidazol-2-yl]-piperidine-1-carboxylic acid benzyl ester (1.5 g, 0.00256 mole) and 4-methoxybenzylamine (3.51 g, 0.026 mole) was heated in a pressure tube at 140° C. for 10 minutes. The mixture was allowed to cool and the residue column chromatographed on silica using 5% methanol/methylene chloride to give 1.52 g of a yellow powder upon concentration in vacuo of product containing fractions.